Dataset: the Open Reaction Database (ORD), a public repository of structured organic reaction records. Task: describe an organic reaction: reactants, conditions, products, and yield Reactants: N1(CCOCC1)C(=N)C1=CC=C(C(=O)NC(C(C(=O)N2CCC(CC2)CC(=O)OCC)(C)C)CC)C=C1 (Ethyl N-(N-(4-(4-morpholinoimidoyl)benzoyl)-β-ethyl-α,α-dimethyl-β-alanyl)-4-piperidineacetate), C(C)(=O)O (acetic acid), aqueous solution, [OH-].[Na+] (NaOH). Solvent: C(C)O (ethanol). Conditions: time 3 hour. The product is N1(CCOCC1)C(=N)C1=CC=C(C(=O)NC(C(C(=O)N2CCC(CC2)CC(=O)O)(C)C)CC)C=C1 (N-(N-(4-(4-Morpholinoimidoyl)benzoyl)-β-ethyl-α,α-dimethyl-β-alanyl)-4-piperidineacetic acid). The yield is 0.1%. RXN SMILES: [N:1]1([C:7]([C:9]2[CH:37]=[CH:36][C:12]([C:13]([NH:15][CH:16]([CH2:34][CH3:35])[C:17]([CH3:33])([CH3:32])[C:18]([N:20]3[CH2:25][CH2:24][CH:23]([CH2:26][C:27]([O:29]CC)=[O:28])[CH2:22][CH2:21]3)=[O:19])=[O:14])=[CH:11][CH:10]=2)=[NH:8])[CH2:6][CH2:5][O:4][CH2:3][CH2:2]1.[OH-].[Na+].C(O)(=O)C>C(O)C>[N:1]1([C:7]([C:9]2[CH:10]=[CH:11][C:12]([C:13]([NH:15][CH:16]([CH2:34][CH3:35])[C:17]([CH3:32])([CH3:33])[C:18]([N:20]3[CH2:25][CH2:24][CH:23]([CH2:26][C:27]([OH:29])=[O:28])[CH2:22][CH2:21]3)=[O:19])=[O:14])=[CH:36][CH:37]=2)=[NH:8])[CH2:6][CH2:5][O:4][CH2:3][CH2:2]1 |f:1.2|. Reported procedure: Ethyl N-(N-(4-(4-morpholinoimidoyl)benzoyl)-β-ethyl-α,α-dimethyl-β-alanyl)-4-piperidineacetate (28 mg, 54.4 mmol) as prepared in Example 43 was dissolved in ethanol (10 ml). To the resulting solution was added a 4N aqueous solution of NaOH (3 ml) under cooling with ice and the mixture was stirred for 3 hours. The mixture was neutralized with acetic acid under cooling with ice. After the ethanol was distilled off, the residue was dissolved in water and purified with a high performance liquid chro... Reactants: BrB(Br)Br, ClCCl, CCOC(C)=O, CCCc1nc(C)n(-c2ccc(OC)c(F)c2)c(=O)c1Cc1ccc(-c2ccccc2C#N)cc1, O. Product: CCCc1nc(C)n(-c2ccc(O)c(F)c2)c(=O)c1Cc1ccc(-c2ccccc2C#N)cc1. Reaction SMILES: [B:36]([Br:37])([Br:38])[Br:39].[CH2:47]([Cl:48])[Cl:49].[CH3:40][CH2:41][O:42][C:43](=[O:44])[CH3:45].[F:1][c:2]1[cH:3][c:4](-[n:10]2[c:11]([CH3:35])[n:12][c:13]([CH2:32][CH2:33][CH3:34])[c:14]([CH2:17][c:18]3[cH:19][cH:20][c:21](-[c:24]4[c:25]([C:30]#[N:31])[cH:26][cH:27][cH:28][cH:29]4)[cH:22][cH:23]3)[c:15]2=[O:16])[cH:5][cH:6][c:7]1[O:8][CH3:9].[OH2:46]>>[F:1][c:2]1[cH:3][c:4](-[n:10]2[c:11]([CH3:35])[n:12][c:13]([CH2:32][CH2:33][CH3:34])[c:14]([CH2:17][c:18]3[cH:19][cH:20][c:21](-[c:24]4[c:25]([C:30]#[N:31])[cH:26][cH:27][cH:28][cH:29]4)[cH:22][cH:23]3)[c:15]2=[O:16])[cH:5][cH:6][c:7]1[OH:8]. The reactants are C(Cl)(Cl)Cl (chloroform), [H-].[Na+] (Sodium hydride), N(C1=CC=CC=C1)C1=NC(=C2NC=NC2=N1)Cl (2-anilino-6-chloropurine), C(Br)C1CO1 (epibromohydrin). The solvent is C(C)#N (acetonitrile). Conditions: time 48 hour. Yields the product N(C1=CC=CC=C1)C1=NC(=C2N=CN(C2=N1)CC1CO1)Cl (2-anilino-6-chloro-9-(2,3-epoxypropyl)purine). The yield is 34.6%. As a reaction SMILES: [H-].[Na+].[NH:3]([C:10]1[N:18]=[C:17]2[C:13]([NH:14][CH:15]=[N:16]2)=[C:12]([Cl:19])[N:11]=1)[C:4]1[CH:9]=[CH:8][CH:7]=[CH:6][CH:5]=1.[CH2:20]([CH:22]1[O:24][CH2:23]1)Br.C(Cl)(Cl)Cl>C(#N)C>[NH:3]([C:10]1[N:18]=[C:17]2[C:13]([N:14]=[CH:15][N:16]2[CH2:20][CH:22]2[O:24][CH2:23]2)=[C:12]([Cl:19])[N:11]=1)[C:4]1[CH:5]=[CH:6][CH:7]=[CH:8][CH:9]=1 |f:0.1|. Procedure: Sodium hydride (161 mg, 4 mmol; 60% suspension in mineral oil) was added to a suspension of 2-anilino-6-chloropurine (1 g, 4 mmol; Focher et al. (1988) J. Med. Chem. 31:1496-1500) in anhydrous acetonitrile (240 ml) at room temperature. After stirring for 1 hr epibromohydrin (0.35 ml, 4 mmol) was added, and the suspension was stirred for 48 hr. An equal volume of chloroform was added, and, after filtration through Celite, the filtrate was evaporated to dryness. The residue was chromatographed on ... The reactants are CS(=O)C1=NN=C(S1)N=C=O (5-Methylsulfinyl-1,3,4-thiadiazol-2-yl isocyanate), dimethyl acetal, C(CCC)NC(C=O)COC (2-butylamino-3-methoxypropionaldehyde). The solvent is C1=CC=CC=C1 (benzene), C1=CC=CC=C1 (benzene). Yields the product dimethyl acetal, C(CCC)N(C(=O)NC=1SC(=NN1)S(=O)C)C(C=O)COC (2-[1-butyl-3-(5-methylsulfinyl-1,3,4-thiadiazol-2-yl)ureido]-3-methoxypropionaldehyde). Reaction SMILES: [CH3:1][S:2]([C:4]1[S:8][C:7]([N:9]=[C:10]=[O:11])=[N:6][N:5]=1)=[O:3].[CH2:12]([NH:16][CH:17]([CH2:20][O:21][CH3:22])[CH:18]=[O:19])[CH2:13][CH2:14][CH3:15]>C1C=CC=CC=1>[CH2:12]([N:16]([CH:17]([CH2:20][O:21][CH3:22])[CH:18]=[O:19])[C:10]([NH:9][C:7]1[S:8][C:4]([S:2]([CH3:1])=[O:3])=[N:5][N:6]=1)=[O:11])[CH2:13][CH2:14][CH3:15]. Reported procedure: 5-Methylsulfinyl-1,3,4-thiadiazol-2-yl isocyanate dimer (0.05 mole), the dimethyl acetal of 2-butylamino-3-methoxypropionaldehyde (0.1 mole) and benzene (60 ml) are charged into a glass reaction vessel equipped with a mechanical stirrer, thermometer and reflux condenser. The reaction mixture is heated at reflux for a period of about 30 minutes. After this time the mixture is stripped of benzene under reduced pressure to yield a solid product as the residue. This residue is then recrystallized to... Starting materials: COCC1=C(C=CC(=C1)C(=O)O)C1=C(C=CC=C1)C (2-(methoxymethyl)-2′-methyl biphenyl-4-carboxylic acid), ON=C(N)C1=CC(=CC=C1)CCO (N′-hydroxy-3-(2-hydroxyethyl)benzenecarboximidamide). Product: COCC1=C(C=CC(=C1)C1=NC(=NO1)C=1C=C(C=CC1)CCO)C1=C(C=CC=C1)C (2-(3-{5-[2-(methoxymethyl)-2′-methylbiphenyl-4-yl]-1,2,4-oxadiazol-3-yl}phenyl)ethanol). Reaction SMILES: [CH3:1][O:2][CH2:3][C:4]1[CH:9]=[C:8]([C:10]([OH:12])=O)[CH:7]=[CH:6][C:5]=1[C:13]1[CH:18]=[CH:17][CH:16]=[CH:15][C:14]=1[CH3:19].O[N:21]=[C:22]([C:24]1[CH:29]=[CH:28][CH:27]=[C:26]([CH2:30][CH2:31][OH:32])[CH:25]=1)[NH2:23]>>[CH3:1][O:2][CH2:3][C:4]1[CH:9]=[C:8]([C:10]2[O:12][N:23]=[C:22]([C:24]3[CH:25]=[C:26]([CH2:30][CH2:31][OH:32])[CH:27]=[CH:28][CH:29]=3)[N:21]=2)[CH:7]=[CH:6][C:5]=1[C:13]1[CH:18]=[CH:17][CH:16]=[CH:15][C:14]=1[CH3:19]. Procedure details: The title compound was obtained following procedure described for example 54 step 1 but starting from Intermediate 28 (149.42 mg; 0.58 mmol) and Intermediate 73 (100.00 mg; 0.60 mmol). Purification by column chromatography (cHex/EtOAc from 9:1 to 8:2) gave the title compound as a colorless oil. 1H NMR (DMSO-d6, 300 MHz) δ 8.32 (d, J=1.5 Hz, 1H), 8.16 (dd, J=7.9, 1.8 Hz, 1H), 7.98-7.93 (m, 2H), 7.54-7.47 (m, 2H), 7.41 (d, J=7.9 Hz, 1H), 7.36-7.26 (m, 3H), 7.15-7.13 (m, 1H), 4.71 (t, J=5.2 Hz, 1H)...